From a dataset of the Open Reaction Database (ORD), a public repository of structured organic reaction records. describe an organic reaction: reactants, conditions, products, and yield The reactants are NCC(=O)N(C1=CC=CC=C1)CC(=O)N1CCC2(OCCO2)CC1 (2-amino-N-[2-(8-aza-1,4-dioxaspiro[4,5]decan-8-yl)-2-oxoethyl]-N-phenylacetamide), CC=1C=C(C=CC1)N=C=O (3-methylphenyl isocyanate). Yields the product O1CCOC12CCN(CC2)C(CN(C(CNC(=O)NC2=CC(=CC=C2)C)=O)C2=CC=CC=C2)=O (N-[2-(8-aza-1,4-dioxaspiro[4,5]decan-8-yl)-2-oxoethyl]-2-[3-(3-methylphenyl)ureido]-N-phenylacetamide). The yield is 42.9%. Reaction SMILES: [NH2:1][CH2:2][C:3]([N:5]([CH2:12][C:13]([N:15]1[CH2:24][CH2:23][C:18]2([O:22][CH2:21][CH2:20][O:19]2)[CH2:17][CH2:16]1)=[O:14])[C:6]1[CH:11]=[CH:10][CH:9]=[CH:8][CH:7]=1)=[O:4].[CH3:25][C:26]1[CH:27]=[C:28]([N:32]=[C:33]=[O:34])[CH:29]=[CH:30][CH:31]=1>>[O:22]1[C:18]2([CH2:17][CH2:16][N:15]([C:13](=[O:14])[CH2:12][N:5]([C:6]3[CH:11]=[CH:10][CH:9]=[CH:8][CH:7]=3)[C:3](=[O:4])[CH2:2][NH:1][C:33]([NH:32][C:28]3[CH:29]=[CH:30][CH:31]=[C:26]([CH3:25])[CH:27]=3)=[O:34])[CH2:24][CH2:23]2)[O:19][CH2:20][CH2:21]1. Reported procedure: Following a procedure analogous to that described in Example 106, but using 1.0 g of 2-amino-N-[2-(8-aza-1,4-dioxaspiro[4,5]decan-8-yl)-2-oxoethyl]-N-phenylacetamide and 0.4 g of 3-methylphenyl isocyanate as the starting material, 0.6 g of N-[2-(8-aza-1,4-dioxaspiro[4,5]decan-8-yl)-2-oxoethyl]-2-[3-(3-methylphenyl)ureido]-N-phenylacetamide melting at 130° C is obtained after recrystallization from a cyclohexane/ethyl acetate mixture (50/50 by volume). The reactants are Br, COc1ccc(Oc2cccc(C(=O)O)c2)cc1, CC(=O)O, O. Product: O=C(O)c1cccc(Oc2ccc(O)cc2)c1. RXN SMILES: [BrH:19].[CH3:1][O:2][c:3]1[cH:4][cH:5][c:6]([O:7][c:8]2[cH:9][c:10]([C:11](=[O:12])[OH:13])[cH:14][cH:15][cH:16]2)[cH:17][cH:18]1.[CH3:20][C:21](=[O:22])[OH:23].[OH2:24]>>[OH:2][c:3]1[cH:4][cH:5][c:6]([O:7][c:8]2[cH:9][c:10]([C:11](=[O:12])[OH:13])[cH:14][cH:15][cH:16]2)[cH:17][cH:18]1. Starting materials: CCNc1ncc2c(n1)N1CCCC1CN(c1cncc(N3CCN(C(=O)OC(C)(C)C)CC3)c1)C2=O, CCO, CCO, Cl. Yields the product CCNc1ncc2c(n1)N1CCCC1CN(c1cncc(N3CCNCC3)c1)C2=O. RXN SMILES: [C:1]([O:2][C:3](=[O:4])[N:8]1[CH2:9][CH2:10][N:11]([c:14]2[cH:15][c:16]([N:20]3[C:21](=[O:37])[c:22]4[c:23]([n:30][c:31]([NH:34][CH2:35][CH3:36])[n:32][cH:33]4)[N:24]4[CH2:25][CH2:26][CH2:27][CH:28]4[CH2:29]3)[cH:17][n:18][cH:19]2)[CH2:12][CH2:13]1)([CH3:5])([CH3:6])[CH3:7].[CH2:38]([OH:39])[CH3:40].[CH3:42][CH2:43][OH:44].[ClH:41]>>[NH:8]1[CH2:9][CH2:10][N:11]([c:14]2[cH:15][c:16]([N:20]3[C:21](=[O:37])[c:22]4[c:23]([n:30][c:31]([NH:34][CH2:35][CH3:36])[n:32][cH:33]4)[N:24]4[CH2:25][CH2:26][CH2:27][CH:28]4[CH2:29]3)[cH:17][n:18][cH:19]2)[CH2:12][CH2:13]1.